Dataset: the Open Reaction Database (ORD), a public repository of structured organic reaction records. Task: describe an organic reaction: reactants, conditions, products, and yield Reactants: BrC(C(=O)OCC)C1=CC=CC2=CC=CC=C12 (ethyl bromo(1-napthyl)acetate), SC1=CC=C(C=C1)O (4-mercaptophenol). Product: C(C)OC(C(C1=CC=CC2=CC=CC=C12)SC1=CC=C(C=C1)O)=O (ethyl[(4-hydroxyphenyl)sulfanyl](1-napthyl)acetate). The yield is 63.3%. RXN SMILES: Br[CH:2]([C:8]1[C:17]2[C:12](=[CH:13][CH:14]=[CH:15][CH:16]=2)[CH:11]=[CH:10][CH:9]=1)[C:3]([O:5][CH2:6][CH3:7])=[O:4].[SH:18][C:19]1[CH:24]=[CH:23][C:22]([OH:25])=[CH:21][CH:20]=1>>[CH2:6]([O:5][C:3](=[O:4])[CH:2]([S:18][C:19]1[CH:24]=[CH:23][C:22]([OH:25])=[CH:21][CH:20]=1)[C:8]1[C:17]2[C:12](=[CH:13][CH:14]=[CH:15][CH:16]=2)[CH:11]=[CH:10][CH:9]=1)[CH3:7]. Reported procedure: Ethyl[(4-hydroxyphenyl)sulfanyl](1-napthyl)acetate was prepared according to the general method as outlined in Example 1 (Step 1). Starting from ethyl bromo(1-napthyl)acetate (11.0 g, 38 mmol) and 4-mercaptophenol (4.8 g, 38 mmol), 8.14 g of ethyl[(4-hydroxyphenyl)sulfanyl](1-napthyl)acetate was isolated. Yield (64%); amber oil; MS 337.1 (M−H)− The reactants are CC(C)(C)OC(=O)N1CCN(c2nc3c(c(=O)n(COC(=O)C(C)(C)C)c(=O)n3COC(=O)C(C)(C)C)n2-c2ccccc2Cl)CC1, CO, Cl, C1CCC2=NCCCN2CC1, C1CCOC1. Product: CC(C)(C)OC(=O)N1CCN(c2nc3[nH]c(=O)n(COC(=O)C(C)(C)C)c(=O)c3n2-c2ccccc2Cl)CC1. Reaction SMILES: [C:1]([CH3:2])([CH3:3])([CH3:4])[O:5][C:6](=[O:7])[N:8]1[CH2:9][CH2:10][N:11]([c:14]2[n:15][c:16]3[n:17]([CH2:40][O:41][C:42](=[O:43])[C:44]([CH3:45])([CH3:46])[CH3:47])[c:18](=[O:39])[n:19]([CH2:31][O:32][C:33]([C:34]([CH3:35])([CH3:36])[CH3:37])=[O:38])[c:20](=[O:30])[c:21]3[n:22]2-[c:23]2[c:24]([Cl:29])[cH:25][cH:26][cH:27][cH:28]2)[CH2:12][CH2:13]1.[CH3:65][OH:66].[ClH:59].[N:48]12[CH2:49][CH2:50][CH2:51][N:52]=[C:53]1[CH2:54][CH2:55][CH2:56][CH2:57][CH2:58]2.[O:60]1[CH2:61][CH2:62][CH2:63][CH2:64]1>>[C:1]([CH3:2])([CH3:3])([CH3:4])[O:5][C:6](=[O:7])[N:8]1[CH2:9][CH2:10][N:11]([c:14]2[n:15][c:16]3[nH:17][c:18](=[O:39])[n:19]([CH2:31][O:32][C:33]([C:34]([CH3:35])([CH3:36])[CH3:37])=[O:38])[c:20](=[O:30])[c:21]3[n:22]2-[c:23]2[c:24]([Cl:29])[cH:25][cH:26][cH:27][cH:28]2)[CH2:12][CH2:13]1. Starting materials: C1(=CC=CC=C1)C(N1CCNCC1)C1=CC=CC=C1 (1-diphenylmethylpiperazine), C([O-])([O-])=O.[K+].[K+] (potassium carbonate), [I-].[K+] (potassium iodide), ClCCCN1C=C(C2=CC=C(C=C12)C(=O)OCC)CN1C=NC=C1 (1-(3-Chloropropyl)-6-ethoxycarbonyl-3-(1H-imidazol-1-ylmethyl)-1H-indole). Solvent: C(C)(=O)OCC (ethyl acetate), O (Water), CN(C)C=O (DMF). Conditions: temperature 80 celsius, time 16 hour. Yields the product C(C1=CC=CC=C1)(C1=CC=CC=C1)N1CCN(CC1)CCCN1C=C(C2=CC=C(C=C12)C(=O)OCC)CN1C=NC=C1 (1-[3-(4-benzhydryl-1-piperazinyl)propyl]-6-ethoxycarbonyl-3-(1H-imidazol-1-ylmethyl)-1H-indole). The yield is 98.5%. RXN SMILES: Cl[CH2:2][CH2:3][CH2:4][N:5]1[C:13]2[C:8](=[CH:9][CH:10]=[C:11]([C:14]([O:16][CH2:17][CH3:18])=[O:15])[CH:12]=2)[C:7]([CH2:19][N:20]2[CH:24]=[CH:23][N:22]=[CH:21]2)=[CH:6]1.[C:25]1([CH:31]([C:38]2[CH:43]=[CH:42][CH:41]=[CH:40][CH:39]=2)[N:32]2[CH2:37][CH2:36][NH:35][CH2:34][CH2:33]2)[CH:30]=[CH:29][CH:28]=[CH:27][CH:26]=1.C(=O)([O-])[O-].[K+].[K+].[I-].[K+]>CN(C=O)C.C(OCC)(=O)C.O>[CH:31]([N:32]1[CH2:37][CH2:36][N:35]([CH2:2][CH2:3][CH2:4][N:5]2[C:13]3[C:8](=[CH:9][CH:10]=[C:11]([C:14]([O:16][CH2:17][CH3:18])=[O:15])[CH:12]=3)[C:7]([CH2:19][N:20]3[CH:24]=[CH:23][N:22]=[CH:21]3)=[CH:6]2)[CH2:34][CH2:33]1)([C:38]1[CH:43]=[CH:42][CH:41]=[CH:40][CH:39]=1)[C:25]1[CH:30]=[CH:29][CH:28]=[CH:27][CH:26]=1 |f:2.3.4,5.6|. Reported procedure: 1-(3-Chloropropyl)-6-ethoxycarbonyl-3-(1H-imidazol-1-ylmethyl)-1H-indole (1.5 g) was dissolved in DMF (15 ml), and thereto were added 1-diphenylmethylpiperazine (1.59 g), potassium carbonate (1.28 g), and potassium iodide (145 mg), followed b stirring at 80° C. for 16 hours. Water and ethyl acetate we added to the reaction mixture for extraction, followed by washing with saturated brine. After drying over anhydrous sodium sulfate, the solvent was distilled away under reduced pressure. The residu... Reactants: ClCCCl, CC(C)(C)OC(=O)NC1CCNc2ccccc2C1, O=S(=O)(Cl)c1ccccc1. RXN SMILES: [Cl:30][CH2:31][CH2:32][Cl:33].[NH:1]1[c:2]2[c:3]([cH:16][cH:17][cH:18][cH:19]2)[CH2:4][CH:5]([NH:8][C:9]([O:10][C:11]([CH3:12])([CH3:13])[CH3:14])=[O:15])[CH2:6][CH2:7]1.[c:20]1([S:26](=[O:27])(=[O:28])[Cl:29])[cH:21][cH:22][cH:23][cH:24][cH:25]1>>[N:1]1([S:26]([c:20]2[cH:21][cH:22][cH:23][cH:24][cH:25]2)(=[O:27])=[O:28])[c:2]2[c:3]([cH:16][cH:17][cH:18][cH:19]2)[CH2:4][CH:5]([NH:8][C:9]([O:10][C:11]([CH3:12])([CH3:13])[CH3:14])=[O:15])[CH2:6][CH2:7]1. Yields the product CC(C)(C)OC(=O)NC1CCN(S(=O)(=O)c2ccccc2)c2ccccc2C1. The reactants are C1(=CC=CC=C1)CCN1CCC(CC1)(C=NO)C (1-(2-phenylethyl)-4-methyl-4-oximinomethylpiperidine), Cl (hydrochloric acid). The reagents and catalysts are [Pt](=O)=O (platinum (IV) oxide). Solvent: CO (methanol). Run at time 2 hour. Yields the product C1(=CC=CC=C1)CCN1CCC(CC1)(CN)C (1-(2-phenylethyl) -4-methyl-4-aminomethylpiperidine). Yield: 78.9%. As a reaction SMILES: [C:1]1([CH2:7][CH2:8][N:9]2[CH2:14][CH2:13][C:12]([CH3:18])([CH:15]=[N:16]O)[CH2:11][CH2:10]2)[CH:6]=[CH:5][CH:4]=[CH:3][CH:2]=1.Cl>[Pt](=O)=O.CO>[C:1]1([CH2:7][CH2:8][N:9]2[CH2:14][CH2:13][C:12]([CH3:18])([CH2:15][NH2:16])[CH2:11][CH2:10]2)[CH:2]=[CH:3][CH:4]=[CH:5][CH:6]=1. Procedure: A mixture containing 0.58 g (2.4 mmol) of 1-(2-phenylethyl)-4-methyl-4-oximinomethylpiperidine, 100 mL of methanol, 80 mg of platinum (IV) oxide and 0.75 mL of concentrated hydrochloric acid was hydrogenated at 40 p.s.i. for 2 hours. The mixture was filtered and evaporated. The residue was dissolved in water and made alkaline with aqueous potassium carbonate. The aqueous mixture was extracted with methylene chloride. The organic extracts were dried and evaporated to give 0.44 g of 1-(2-phenyleth... Starting materials: [BH4-].[Na+] (Sodium borohydride), C(C1=CC=CC=C1)OC1=C(C=C(C=C1)C(CN(CC1=CC=CC=C1)CC1=CC=CC=C1)=O)NS(=O)(=O)C (N-[2-benzyloxy-5-(2-dibenzylamino-1-oxo-ethyl)-phenyl]-methanesulfonamide), C(Cl)Cl (Methylene chloride). Solvent: CO.O1CCCC1 (methanol tetrahydrofuran). Run at time 2 hour. Yields the product C(C1=CC=CC=C1)OC1=C(C=C(C=C1)C(CN(CC1=CC=CC=C1)CC1=CC=CC=C1)O)NS(=O)(=O)C (N-[2-Benzyloxy-5-(2-dibenzylamino-1-hydroxy-ethyl)-phenyl]-methanesulfonamide). As a reaction SMILES: [BH4-].[Na+].[CH2:3]([O:10][C:11]1[CH:16]=[CH:15][C:14]([C:17](=[O:34])[CH2:18][N:19]([CH2:27][C:28]2[CH:33]=[CH:32][CH:31]=[CH:30][CH:29]=2)[CH2:20][C:21]2[CH:26]=[CH:25][CH:24]=[CH:23][CH:22]=2)=[CH:13][C:12]=1[NH:35][S:36]([CH3:39])(=[O:38])=[O:37])[C:4]1[CH:9]=[CH:8][CH:7]=[CH:6][CH:5]=1.C(Cl)Cl>CO.O1CCCC1>[CH2:3]([O:10][C:11]1[CH:16]=[CH:15][C:14]([CH:17]([OH:34])[CH2:18][N:19]([CH2:27][C:28]2[CH:29]=[CH:30][CH:31]=[CH:32][CH:33]=2)[CH2:20][C:21]2[CH:26]=[CH:25][CH:24]=[CH:23][CH:22]=2)=[CH:13][C:12]=1[NH:35][S:36]([CH3:39])(=[O:37])=[O:38])[C:4]1[CH:9]=[CH:8][CH:7]=[CH:6][CH:5]=1 |f:0.1,4.5|. Procedure details: Sodium borohydride (0.37 g, 9.7 mmol) was added in portions to a stirred solution of N-[2-benzyloxy-5-(2-dibenzylamino-1-oxo-ethyl)-phenyl]-methanesulfonamide (1.0 g, 1.9 mmol) in 20 mL of methanol/tetrahydrofuran (5:2) at room temperature and the resulting solution was stirred for 2 hours. Methylene chloride was added and the resulting solution was washed with aqueous sodium bicarbonate, dried over MgSO4 and the solvent was removed. Recrystallization from methylene chloride/hexanes gave the tit... Starting materials: ClCCl, O=[Cr](=O)([O-])O[Cr](=O)(=O)[O-], OCCCCc1ccccc1, c1cc[nH+]cc1, c1cc[nH+]cc1. Product: O=CCCCc1ccccc1. Reaction SMILES: [Cl:33][CH2:34][Cl:35].[Cr:12]([O:13][Cr:14]([O-:15])(=[O:16])=[O:17])([O-:18])(=[O:19])=[O:20].[c:1]1([CH2:7][CH2:8][CH2:9][CH2:10][OH:11])[cH:2][cH:3][cH:4][cH:5][cH:6]1.[nH+:21]1[cH:22][cH:23][cH:24][cH:25][cH:26]1.[nH+:27]1[cH:28][cH:29][cH:30][cH:31][cH:32]1>>[c:1]1([CH2:7][CH2:8][CH2:9][CH:10]=[O:11])[cH:2][cH:3][cH:4][cH:5][cH:6]1. Reactants: C[Si](C)(C)[N-][Si](C)(C)C.[Na+] (sodium bis(trimethylsilyl)amide), C(C1=CC=CC=C1)O[C@H]1[C@H]([C@@H](O[C@@]1(CO[Si](C1=CC=CC=C1)(C1=CC=CC=C1)C(C)(C)C)COS(=O)(=O)C1=CC=C(C=C1)C)N1C=NC=2C(=O)NC(NC(C(C)C)=O)=NC12)O (3′-O-benzyl-5′-O-t-butyldiphenylsilyl-4′-p-toluenesulfonyloxymethyl-N2-isobutyrylguanosine), C([O-])(O)=O.[Na+] (sodium bicarbonate). Solvent: O1CCCC1 (tetrahydrofuran). Reaction conditions: time 3 hour. Product: C(C1=CC=CC=C1)O[C@H]1[C@@H]2[C@@H](O[C@@]1(CO[Si](C1=CC=CC=C1)(C1=CC=CC=C1)C(C)(C)C)CO2)N2C=NC=1C(=O)NC(NC(C(C)C)=O)=NC21 (3′-O-benzyl-5′-O-t-butyldiphenylsilyl-2′-O,4′-C-methylene-N2-isobutyrylguanosine). The yield is 156.9%. RXN SMILES: C[Si]([N-][Si](C)(C)C)(C)C.[Na+].[CH2:11]([O:18][C@@H:19]1[C@@:23]([CH2:43]OS(C2C=CC(C)=CC=2)(=O)=O)([CH2:24][O:25][Si:26]([C:39]([CH3:42])([CH3:41])[CH3:40])([C:33]2[CH:38]=[CH:37][CH:36]=[CH:35][CH:34]=2)[C:27]2[CH:32]=[CH:31][CH:30]=[CH:29][CH:28]=2)[O:22][C@@H:21]([N:55]2[C:70]3[N:69]=[C:62]([NH:63][C:64](=[O:68])[CH:65]([CH3:67])[CH3:66])[NH:61][C:59](=[O:60])[C:58]=3[N:57]=[CH:56]2)[C@@H:20]1[OH:71])[C:12]1[CH:17]=[CH:16][CH:15]=[CH:14][CH:13]=1.C(=O)(O)[O-].[Na+]>O1CCCC1>[CH2:11]([O:18][C@@H:19]1[C@@:23]2([CH2:43][O:71][C@H:20]1[C@H:21]([N:55]1[C:70]3[N:69]=[C:62]([NH:63][C:64](=[O:68])[CH:65]([CH3:67])[CH3:66])[NH:61][C:59](=[O:60])[C:58]=3[N:57]=[CH:56]1)[O:22]2)[CH2:24][O:25][Si:26]([C:39]([CH3:42])([CH3:40])[CH3:41])([C:27]1[CH:28]=[CH:29][CH:30]=[CH:31][CH:32]=1)[C:33]1[CH:38]=[CH:37][CH:36]=[CH:35][CH:34]=1)[C:12]1[CH:13]=[CH:14][CH:15]=[CH:16][CH:17]=1 |f:0.1,3.4|. Procedure details: In a stream of nitrogen, sodium bis(trimethylsilyl)amide (1.0 M in THF, 0.31 ml, 0.315 mmol) was added to a tetrahydrofuran solution (3.0 ml) of Compound 45 (92.1 mg, 0.102 mmol) at room temperature, and the mixture was stirred for 3 hours at room temperature. A saturated sodium bicarbonate solution was added to the reaction mixture, and then the system was extracted 3 times with methylene chloride. The organic phase was washed with a saturated sodium chloride solution, and then dried over sodiu...